Task: describe an organic reaction: reactants, conditions, products, and yield. Dataset: the Open Reaction Database (ORD), a public repository of structured organic reaction records The reactants are CCN(CC)CCOc1ccc([N+](=O)[O-])c(OC)c1, CCO. The product is CCN(CC)CCOc1ccc(N)c(OC)c1. As a reaction SMILES: [CH2:1]([CH3:2])[N:3]([CH2:4][CH3:5])[CH2:6][CH2:7][O:8][c:9]1[cH:10][c:11]([O:18][CH3:19])[c:12]([N+:15]([O-:16])=[O:17])[cH:13][cH:14]1.[CH3:20][CH2:21][OH:22]>>[CH2:1]([CH3:2])[N:3]([CH2:4][CH3:5])[CH2:6][CH2:7][O:8][c:9]1[cH:10][c:11]([O:18][CH3:19])[c:12]([NH2:15])[cH:13][cH:14]1. Reaction conditions: time 1 hour. The product is S=C(CC(=O)OCC)CC(=O)OCC (Diethyl 3-thioxopentanedioate). The solvent is C1(=CC=CC=C1)C (toluene). Reported procedure: Dissolve 14.1 mmol of diethyl 3-oxopentanedioate in 15 mL of toluene under argon add 49.4 mmol of sodium bicarbonate and 15.1 mmol of Lawesson's reagent. Stir for 1 h at room temperature then heat under reflux for 5 h. Cool, filter, and concentrate in vacuo. Purify the residue by silica gel chromatography using ethyl acetate/hexanes eluant to yield the title compound. Reactants: C([O-])(O)=O.[Na+] (sodium bicarbonate), COC=1C=CC(=CC1)P2(=S)SP(=S)(S2)C=3C=CC(=CC3)OC (Lawesson's reagent), O=C(CC(=O)OCC)CC(=O)OCC (diethyl 3-oxopentanedioate). RXN SMILES: O=[C:2]([CH2:9][C:10]([O:12][CH2:13][CH3:14])=[O:11])[CH2:3][C:4]([O:6][CH2:7][CH3:8])=[O:5].C(=O)(O)[O-].[Na+].COC1C=CC(P2(SP(C3C=CC(OC)=CC=3)(=S)S2)=[S:29])=CC=1>C1(C)C=CC=CC=1>[S:29]=[C:2]([CH2:9][C:10]([O:12][CH2:13][CH3:14])=[O:11])[CH2:3][C:4]([O:6][CH2:7][CH3:8])=[O:5] |f:1.2|. Starting materials: O=Cc1ccc2cc(Br)ccc2c1, CCO, COc1ccc(B(O)O)cc1C1(C)CCCCC1, CCOC(C)=O, [Na+], [Na+], O=C([O-])[O-], O, [Pd], c1ccc(P(c2ccccc2)c2ccccc2)cc1, Cc1ccccc1, c1ccc(P(c2ccccc2)c2ccccc2)cc1, c1ccc(P(c2ccccc2)c2ccccc2)cc1, c1ccc(P(c2ccccc2)c2ccccc2)cc1. The product is COc1ccc(-c2ccc3cc(C=O)ccc3c2)cc1C1(C)CCCCC1. Reaction SMILES: [Br:19][c:20]1[cH:21][c:22]2[cH:23][cH:24][c:25]([CH:30]=[O:31])[cH:26][c:27]2[cH:28][cH:29]1.[CH2:38]([OH:39])[CH3:40].[CH3:1][C:2]1([c:8]2[cH:9][c:10]([B:16]([OH:17])[OH:18])[cH:11][cH:12][c:13]2[O:14][CH3:15])[CH2:3][CH2:4][CH2:5][CH2:6][CH2:7]1.[CH3:49][CH2:50][O:51][C:52](=[O:53])[CH3:54].[Na+:32].[Na+:33].[O-:34][C:35](=[O:36])[O-:37].[OH2:48].[Pd:55].[c:113]1([P:114]([c:115]2[cH:116][cH:117][cH:118][cH:119][cH:120]2)[c:121]2[cH:122][cH:123][cH:124][cH:125][cH:126]2)[cH:127][cH:128][cH:129][cH:130][cH:131]1.[c:41]1([CH3:42])[cH:43][cH:44][cH:45][cH:46][cH:47]1.[c:56]1([P:57]([c:58]2[cH:59][cH:60][cH:61][cH:62][cH:63]2)[c:64]2[cH:65][cH:66][cH:67][cH:68][cH:69]2)[cH:70][cH:71][cH:72][cH:73][cH:74]1.[c:75]1([P:76]([c:77]2[cH:78][cH:79][cH:80][cH:81][cH:82]2)[c:83]2[cH:84][cH:85][cH:86][cH:87][cH:88]2)[cH:89][cH:90][cH:91][cH:92][cH:93]1.[c:94]1([P:95]([c:96]2[cH:97][cH:98][cH:99][cH:100][cH:101]2)[c:102]2[cH:103][cH:104][cH:105][cH:106][cH:107]2)[cH:108][cH:109][cH:110][cH:111][cH:112]1>>[CH3:1][C:2]1([c:8]2[cH:9][c:10](-[c:20]3[cH:21][c:22]4[cH:23][cH:24][c:25]([CH:30]=[O:31])[cH:26][c:27]4[cH:28][cH:29]3)[cH:11][cH:12][c:13]2[O:14][CH3:15])[CH2:3][CH2:4][CH2:5][CH2:6][CH2:7]1. The reactants are CCOP(=O)(C=Cc1cn(-c2ccccc2)nc1OCc1ccc(OCc2nc(-c3cccc(OCC(=O)OC)c3)oc2C)c(OC)c1)OCC, CCO, Cl, [Na+], C1CCOC1, [OH-]. Yields the product CCOP(=O)(C=Cc1cn(-c2ccccc2)nc1OCc1ccc(OCc2nc(-c3cccc(OCC(=O)O)c3)oc2C)c(OC)c1)OCC. Reaction SMILES: [CH2:1]([CH3:2])[O:3][P:4](=[O:5])([O:6][CH2:7][CH3:8])[CH:9]=[CH:10][c:11]1[c:12]([O:22][CH2:23][c:24]2[cH:25][c:26]([O:50][CH3:51])[c:27]([O:28][CH2:29][c:30]3[n:31][c:32](-[c:36]4[cH:37][c:38]([O:39][CH2:40][C:41](=[O:42])[O:43][CH3:44])[cH:45][cH:46][cH:47]4)[o:33][c:34]3[CH3:35])[cH:48][cH:49]2)[n:13][n:14](-[c:16]2[cH:17][cH:18][cH:19][cH:20][cH:21]2)[cH:15]1.[CH3:60][CH2:61][OH:62].[ClH:59].[Na+:58].[O:52]1[CH2:53][CH2:54][CH2:55][CH2:56]1.[OH-:57]>>[CH2:1]([CH3:2])[O:3][P:4](=[O:5])([O:6][CH2:7][CH3:8])[CH:9]=[CH:10][c:11]1[c:12]([O:22][CH2:23][c:24]2[cH:25][c:26]([O:50][CH3:51])[c:27]([O:28][CH2:29][c:30]3[n:31][c:32](-[c:36]4[cH:37][c:38]([O:39][CH2:40][C:41](=[O:42])[OH:43])[cH:45][cH:46][cH:47]4)[o:33][c:34]3[CH3:35])[cH:48][cH:49]2)[n:13][n:14](-[c:16]2[cH:17][cH:18][cH:19][cH:20][cH:21]2)[cH:15]1. Reactants: O.NN (hydrazine hydrate), I.C(C1=CC=CC=C1)NC(SC)=NCC1=CC=CC=C1 (1,3-Dibenzyl-2-methylthiopseudourea hydroiodide). Run in C(C)O (ethanol). Product: I.NNC(=NCC1=CC=CC=C1)NCC1=CC=CC=C1 (1-Amino-2,3-dibenzylguanidine hydroiodide). As a reaction SMILES: O.[NH2:2][NH2:3].[IH:4].[CH2:5]([NH:12][C:13](=[N:16][CH2:17][C:18]1[CH:23]=[CH:22][CH:21]=[CH:20][CH:19]=1)SC)[C:6]1[CH:11]=[CH:10][CH:9]=[CH:8][CH:7]=1>C(O)C>[IH:4].[NH2:2][NH:3][C:13]([NH:12][CH2:5][C:6]1[CH:11]=[CH:10][CH:9]=[CH:8][CH:7]=1)=[N:16][CH2:17][C:18]1[CH:23]=[CH:22][CH:21]=[CH:20][CH:19]=1 |f:0.1,2.3,5.6|. Reported procedure: A solution of 6 ml. of hydrazine hydrate and the solution of 1,3-dibenzyl-2-methylthiopseudourea hydroiodide from Example 13 in 500 ml. of absolute ethanol is heated at reflux for 4 hours and then evaporated to dryness under reduced pressure. The residual solid is crystallized from isopropyl alcohol twice giving the desired product as colorless crystals, m.p. 135°-137° C. The reactants are CCN=C=NCCCN(C)C (EDCI), ClC=1C=C2C(=CN1)NC(=C2)C(=O)NCC(=O)O ([(5-chloro-1H-pyrrolo[2,3-c]pyridine-2-carbonyl)amino] acetic acid), NC1=CC=CC=C1 (aniline), C=1C=CC2=C(C1)N=NN2O (HOBt), CCN(C(C)C)C(C)C (DIPEA). Solvent: CN(C)C=O (DMF). Conditions: time 5 minute. Yields the product C1(=CC=CC=C1)NC(=O)CNC(=O)C1=CC=2C(=CN=C(C2)Cl)N1 (5-Chloro-1H-pyrrolo[2,3-c]pyridine-2-carboxylic acid phenylcarbamoylmethylamide). RXN SMILES: [Cl:1][C:2]1[CH:3]=[C:4]2[CH:10]=[C:9]([C:11]([NH:13][CH2:14][C:15]([OH:17])=O)=[O:12])[NH:8][C:5]2=[CH:6][N:7]=1.[NH2:18][C:19]1[CH:24]=[CH:23][CH:22]=[CH:21][CH:20]=1.C1C=CC2N(O)N=NC=2C=1.CCN(C(C)C)C(C)C.CCN=C=NCCCN(C)C>CN(C=O)C>[C:19]1([NH:18][C:15]([CH2:14][NH:13][C:11]([C:9]2[NH:8][C:5]3=[CH:6][N:7]=[C:2]([Cl:1])[CH:3]=[C:4]3[CH:10]=2)=[O:12])=[O:17])[CH:24]=[CH:23][CH:22]=[CH:21][CH:20]=1. Procedure: To a solution of [(5-chloro-1H-pyrrolo[2,3-c]pyridine-2-carbonyl)amino] acetic acid (EXAMPLE 40, 30 mg, 0.12 mmol) in DMF (2 mL) was added aniline (12 μL, 0.13 mmol), HOBt (16 mg, 0.12 mmol) and DIPEA (41 μL, 0.24 mmol). After 5 min, EDCI (29 mg, 0.15 mmol) was added, and the reaction stirred at rt for 16 h. The solvent was removed in vacuo and the solid partitioned between water (20 mL) and ethyl acetate (3×20 mL). The combined organic fractions were dried (MgSO4), concentrated in vacuo and the... The reactants are ClC1=C(C=C(C=C1)O)[N+](=O)[O-] (4-chloro-3-nitro-phenol), BrC1=CC=C(C=C1)CBr (1-Bromo-4-bromomethyl-benzene). Product: BrC1=CC=C(COC2=CC(=C(C=C2)Cl)[N+](=O)[O-])C=C1 (4-(4-Bromo-benzyloxy)-1-chloro-2-nitro-benzene). Reaction SMILES: [Cl:1][C:2]1[CH:7]=[CH:6][C:5]([OH:8])=[CH:4][C:3]=1[N+:9]([O-:11])=[O:10].[Br:12][C:13]1[CH:18]=[CH:17][C:16]([CH2:19]Br)=[CH:15][CH:14]=1>>[Br:12][C:13]1[CH:18]=[CH:17][C:16]([CH2:19][O:8][C:5]2[CH:6]=[CH:7][C:2]([Cl:1])=[C:3]([N+:9]([O-:11])=[O:10])[CH:4]=2)=[CH:15][CH:14]=1. Procedure: A solution of 4-chloro-3-nitro-phenol was reacted with 1-Bromo-4-bromomethyl-benzene using the conditions described in Example 10C to provide 4-(4-Bromo-benzyloxy)-1-chloro-2-nitro-benzene which was treated sequentially using the procedures from Examples 10D and 10E to provide the title product. RXN SMILES: [B-:18]([F:19])([F:20])([F:21])[F:22].[CH2:76]([OH:77])[CH3:78].[CH3:1][c:2]1[cH:3][c:4]([C:5](=[O:6])[OH:7])[cH:8][cH:9][c:10]1[C:11](=[O:12])[N:13]1[CH2:14][CH2:15][CH2:16][CH2:17]1.[CH:40]([N:41]([CH:42]([CH3:43])[CH3:44])[CH2:45][CH3:46])([CH3:47])[CH3:48].[Cl:49][c:50]1[cH:51][c:52]2[c:53]([nH:54][c:55]([CH:57]([CH2:58][c:59]3[cH:60][c:61]([F:66])[cH:62][c:63]([F:65])[cH:64]3)[NH2:67])[n:56]2)[cH:68][cH:69]1.[Cl:70].[Cl:79][CH2:80][Cl:81].[O:71]1[CH2:72][CH2:73][CH2:74][CH2:75]1.[n:23]1([O:24][C:25]([N:26]([CH3:27])[CH3:28])=[N+:29]([CH3:30])[CH3:31])[c:32]2[cH:33][cH:34][cH:35][cH:36][c:37]2[n:38][n:39]1>>[CH3:1][c:2]1[cH:3][c:4]([C:5](=[O:7])[NH:67][CH:57]([c:55]2[nH:54][c:53]3[c:52]([cH:51][c:50]([Cl:49])[cH:69][cH:68]3)[n:56]2)[CH2:58][c:59]2[cH:60][c:61]([F:66])[cH:62][c:63]([F:65])[cH:64]2)[cH:8][cH:9][c:10]1[C:11](=[O:12])[N:13]1[CH2:14][CH2:15][CH2:16][CH2:17]1. Product: Cc1cc(C(=O)NC(Cc2cc(F)cc(F)c2)c2nc3cc(Cl)ccc3[nH]2)ccc1C(=O)N1CCCC1. Reactants: F[B-](F)(F)F, CCO, Cc1cc(C(=O)O)ccc1C(=O)N1CCCC1, CCN(C(C)C)C(C)C, NC(Cc1cc(F)cc(F)c1)c1nc2cc(Cl)ccc2[nH]1, Cl, ClCCl, C1CCOC1, CN(C)C(On1nnc2ccccc21)=[N+](C)C.